Task: describe an organic reaction: reactants, conditions, products, and yield. Dataset: the Open Reaction Database (ORD), a public repository of structured organic reaction records The reactants are C([O-])([O-])=O.[K+].[K+] (Potassium carbonate), N1C=NC=C1 (imidazole), CN(C)C=O (DMF), FC1=C(C=C(C=O)C=C1)OC (4-fluoro-3-methoxybenzaldehyde). Run in C(C)(=O)OCC (ethyl acetate), O (water). Run at temperature 80 celsius, time 8 hour. Yields the product N1(C=NC=C1)C1=C(C=C(C=O)C=C1)OC (4-(1H-imidazol-1-yl)-3-methoxybenzaldehyde). Isolated yield 48.8%. RXN SMILES: C(=O)([O-])[O-].[K+].[K+].[NH:7]1[CH:11]=[CH:10][N:9]=[CH:8]1.CN(C=O)C.F[C:18]1[CH:25]=[CH:24][C:21]([CH:22]=[O:23])=[CH:20][C:19]=1[O:26][CH3:27]>C(OCC)(=O)C.O>[N:7]1([C:18]2[CH:25]=[CH:24][C:21]([CH:22]=[O:23])=[CH:20][C:19]=2[O:26][CH3:27])[CH:11]=[CH:10][N:9]=[CH:8]1 |f:0.1.2|. Procedure details: Potassium carbonate (2.0 g) and imidazole (662 mg) were added to a DMF (20 mL) solution of 4-fluoro-3-methoxybenzaldehyde (1.50 g). The reaction solution was agitated at 80° C. overnight, water and ethyl acetate were added to the reaction solution, and the organic layer was partitioned. After the obtained organic layer was washed with a saturated saline solution, it was dried over anhydrous magnesium sulfate and concentrated under reduced pressure. The residue was purified by silica gel chromato... Starting materials: ClC1=CC=C(C=C1)C(C(=O)OC)=C (methyl 2-(4-chlorophenyl)acrylate), C1CCOC1 (THF), C(C)(C)(C)N (tert-butyl amine). Run in C(C)O (ethanol). Reaction conditions: time 20 hour. Product: C(C)(C)(C)NCC(C(=O)OC)C1=CC=C(C=C1)Cl (methyl 3-(tert-butylamino)-2-(4-chlorophenyl)propanoate). Isolated yield 422.2%. RXN SMILES: [Cl:1][C:2]1[CH:7]=[CH:6][C:5]([C:8](=[CH2:13])[C:9]([O:11][CH3:12])=[O:10])=[CH:4][CH:3]=1.C1COCC1.[C:19]([NH2:23])([CH3:22])([CH3:21])[CH3:20]>C(O)C>[C:19]([NH:23][CH2:13][CH:8]([C:5]1[CH:4]=[CH:3][C:2]([Cl:1])=[CH:7][CH:6]=1)[C:9]([O:11][CH3:12])=[O:10])([CH3:22])([CH3:21])[CH3:20]. Reported procedure: A solution of methyl 2-(4-chlorophenyl)acrylate (2.00 g, 10.2 mmol) in 1:1 THF:ethanol (20 mL) was treated with tert-butyl amine (389 uL, 2.23 mmol) at 60° C. The reaction stirred for 20 hours to completion, and the solvent/excess amine were removed in vacuo. The residue was purified by chromatography on silica gel (eluted with 1:1 hexanes:ethyl acetate) to afford the pure methyl 3-(tert-butylamino)-2-(4-chlorophenyl)propanoate (2.54 g, 93%) as a colorless oil. LCMS (APCI+) m/z 270.0 [M+H]+. The reactants are CC1(CC(CC(C1)=O)=O)C (5,5-dimethyl-1,3-cyclohexanedione), C([O-])([O-])=O.[K+].[K+] (potassium carbonate), ClC=1C=C(C=C(C1Cl)Cl)[N+](=O)[O-] (3,4,5-trichloronitrobenzene). Run in CN(C=O)C (dimethylformamide), CN(C=O)C (dimethylformamide). Conditions: temperature 75 celsius, time 1 hour. Product: ClC1=C(C(=CC(=C1)[N+](=O)[O-])Cl)C1C(CC(CC1=O)(C)C)=O (2-(2',6'-dichloro-4'-nitrophenyl)-5,5-dimethyl-1,3-cyclohexanedione). The yield is 87.4%. RXN SMILES: [CH3:1][C:2]1([CH3:10])[CH2:7][C:6](=[O:8])[CH2:5][C:4](=[O:9])[CH2:3]1.C(=O)([O-])[O-].[K+].[K+].[Cl:17][C:18]1[CH:19]=[C:20]([N+:26]([O-:28])=[O:27])[CH:21]=[C:22]([Cl:25])[C:23]=1Cl>CN(C)C=O>[Cl:17][C:18]1[CH:19]=[C:20]([N+:26]([O-:28])=[O:27])[CH:21]=[C:22]([Cl:25])[C:23]=1[CH:5]1[C:6](=[O:8])[CH2:7][C:2]([CH3:10])([CH3:1])[CH2:3][C:4]1=[O:9] |f:1.2.3|. Reported procedure: A solution of 30.98 g (0.221 mol) of 5,5-dimethyl-1,3-cyclohexanedione and 76.36 g (0.553 mol) of anhydrous potassium carbonate in 300 ml of dimethylformamide was heated to 75° C. with stirring under N2 for one hour. The 3,4,5-trichloronitrobenzene (50.0 g, 0.221 mol) was dissolved in 100 ml of dimethylformamide and added to the reaction mixture, while stirring and maintaining the temperature at 75° C. A deep red-colored solution was formed, and when the addition was complete the temperature was... The reactants are CC1=CC=2C3=C(C(NC2C=C1)=O)CCC3 (8-Methyl-1,2,3,5-tetrahydrocyclopenta[c]quinolin-4-one), [Mg] (magnesium), product. Yields the product CC1=CC=2C3C(C(NC2C=C1)=O)CCC3 (8-Methyl-1,2,3,3a,5,9b-hexahydrocyclopenta[c]quinolin-4-one). RXN SMILES: [CH3:1][C:2]1[CH:11]=[CH:10][C:9]2[NH:8][C:7](=[O:12])[C:6]3[CH2:13][CH2:14][CH2:15][C:5]=3[C:4]=2[CH:3]=1.[Mg]>>[CH3:1][C:2]1[CH:11]=[CH:10][C:9]2[NH:8][C:7](=[O:12])[CH:6]3[CH2:13][CH2:14][CH2:15][CH:5]3[C:4]=2[CH:3]=1. Procedure details: 8-Methyl-1,2,3,5-tetrahydrocyclopenta[c]quinolin-4-one (R. J. Brown, F. W. S. Carver, B. L. Hollingsworth, J. Chem. Soc. 1961, 4295) (1.20 g, 6.0 mmol) and magnesium (1.46 g, 60 mmol) are converted into 0.48 g (40%) of product analogously to Example 7. Reactants: COc1cccc2c1NC(=O)C(NOC(=O)C(C)(C)C)CS2, Cl, C1COCCO1. The product is Cl, COc1cccc2c1NC(=O)C(N)CS2. Reaction SMILES: [CH3:2][C:3]([CH3:4])([CH3:5])[C:6]([O:22][NH:7][CH:8]1[CH2:9][S:10][c:11]2[c:12]([c:16]([O:20][CH3:21])[cH:17][cH:18][cH:19]2)[NH:13][C:14]1=[O:15])=[O:23].[ClH:1].[O:24]1[CH2:25][CH2:26][O:27][CH2:28][CH2:29]1>>[ClH:1].[NH2:7][CH:8]1[CH2:9][S:10][c:11]2[c:12]([c:16]([O:20][CH3:21])[cH:17][cH:18][cH:19]2)[NH:13][C:14]1=[O:15]. The reactants are C([C@H]1[C@@H](O)[C@H](O)[C@H](O1)CO)O (2,5-anhydro-D-glucitol), C(C1=CC=CC=C1)(C1=CC=CC=C1)(C1=CC=CC=C1)Cl (trityl chloride). The solvent is N1=CC=CC=C1 (pyridine). The product is C1(=CC=CC=C1)C(OC[C@H]1[C@@H](O)[C@H](O)[C@H](O1)COC(C1=CC=CC=C1)(C1=CC=CC=C1)C1=CC=CC=C1)(C1=CC=CC=C1)C1=CC=CC=C1 (2,5-anhydro-1,6-bis-O-(triphenylmethyl)-D-glucitol). As a reaction SMILES: [CH2:1]([OH:11])[C@@H:2]1[O:8][C@H:7]([CH2:9][OH:10])[C@@H:5]([OH:6])[C@@H:3]1[OH:4].[C:12](Cl)([C:25]1[CH:30]=[CH:29][CH:28]=[CH:27][CH:26]=1)([C:19]1[CH:24]=[CH:23][CH:22]=[CH:21][CH:20]=1)[C:13]1[CH:18]=[CH:17][CH:16]=[CH:15][CH:14]=1>N1C=CC=CC=1>[C:13]1([C:12]([C:25]2[CH:30]=[CH:29][CH:28]=[CH:27][CH:26]=2)([C:19]2[CH:24]=[CH:23][CH:22]=[CH:21][CH:20]=2)[O:10][CH2:9][C@@H:7]2[O:8][C@H:2]([CH2:1][O:11][C:12]([C:13]3[CH:18]=[CH:17][CH:16]=[CH:15][CH:14]=3)([C:25]3[CH:26]=[CH:27][CH:28]=[CH:29][CH:30]=3)[C:19]3[CH:20]=[CH:21][CH:22]=[CH:23][CH:24]=3)[C@@H:3]([OH:4])[C@@H:5]2[OH:6])[CH:18]=[CH:17][CH:16]=[CH:15][CH:14]=1. Procedure details: In accordance with Flowchart C, 2,5-anhydro-D-glucitol 19 is reacted with trityl chloride in pyridine, giving 2,5-anhydro-1,6-bis-O-(triphenylmethyl)-D-glucitol 20, which is then reacted with sodium hydride and benzyl bromide in dimethylformamide, giving 2,5-anhydro-3,4-bis-O-(phenylmethyl)-1,6-bis-O-(triphenylmethyl)-D-glucitol 21. Compound 21 is then reacted with acetic acid at about 80° C., giving 2,5-anhydro-3,4-bis-O-(phenylmethyl)-D-glucitol 22, which is then reacted with diphenyl phosphor...